This data is from the Open Reaction Database (ORD), a public repository of structured organic reaction records. The task is: describe an organic reaction: reactants, conditions, products, and yield Reactants: N1CCC2(CC1)CSC1=C(O2)C2=CC=CC=C2C(C1=O)=O (spiro[naphtho[1,2-b][1,4]oxathiine-2,4′-piperidine]-5,6-dione), BrCC1=CC=CC=C1 ((bromomethyl)benzene). Product: C(C1=CC=CC=C1)N1CCC2(CC1)CSC1=C(O2)C2=CC=CC=C2C(C1=O)=O (1′-benzylspiro[naphtho[1,2-b][1,4]oxathiine-2,4′-piperidine]-5,6-dione). Reaction SMILES: [NH:1]1[CH2:6][CH2:5][C:4]2([O:11][C:10]3[C:12]4[C:17]([C:18](=[O:21])[C:19](=[O:20])[C:9]=3[S:8][CH2:7]2)=[CH:16][CH:15]=[CH:14][CH:13]=4)[CH2:3][CH2:2]1.Br[CH2:23][C:24]1[CH:29]=[CH:28][CH:27]=[CH:26][CH:25]=1>>[CH2:23]([N:1]1[CH2:2][CH2:3][C:4]2([O:11][C:10]3[C:12]4[C:17]([C:18](=[O:21])[C:19](=[O:20])[C:9]=3[S:8][CH2:7]2)=[CH:16][CH:15]=[CH:14][CH:13]=4)[CH2:5][CH2:6]1)[C:24]1[CH:29]=[CH:28][CH:27]=[CH:26][CH:25]=1. Procedure: Compound 130 was synthesized using spiro[naphtho[1,2-b][1,4]oxathiine-2,4′-piperidine]-5,6-dione, (bromomethyl)benzene and conditions outlined in procedure V. M.p.=170-172° C.; 400 MHz 1H NMR (DMSO-d6) δ: 7.9 (d, 1H), 7.8-7.7 (m, 2H), 7.55 (t, 1H), 7.35-7.2 (m, 5H), 3.55 (s, 2H), 3.05 (s, 2H), 2.7 (d, 2H), 2.35 (t, 2H), 1.95 (d, 2H), 1.8 (t, 2H); LCMS: 392 [M+H]. Starting materials: BrC1=NNC2=CC=CC(=C12)[N+](=O)[O-] (3-bromo-4-nitro-1H-indazole), Cl.ClCC1=NC(=CC=C1)C(C)C (2-(chloromethyl)-6-isopropylpyridine hydrochloride), C([O-])([O-])=O.[K+].[K+] (potassium carbonate), CN(C)C=O (DMF). Solvent: O (water). Reaction conditions: temperature 35 celsius, time 20 minute. Yields the product BrC1=NN(C2=CC=CC(=C12)[N+](=O)[O-])CC1=NC(=CC=C1)C(C)C (3-bromo-1-((6-isopropylpyridin-2-yl)methyl)-4-nitro-1H-indazole). Yield: 91.9%. RXN SMILES: [Br:1][C:2]1[C:10]2[C:5](=[CH:6][CH:7]=[CH:8][C:9]=2[N+:11]([O-:13])=[O:12])[NH:4][N:3]=1.Cl.Cl[CH2:16][C:17]1[CH:22]=[CH:21][CH:20]=[C:19]([CH:23]([CH3:25])[CH3:24])[N:18]=1.C(=O)([O-])[O-].[K+].[K+].CN(C=O)C>O>[Br:1][C:2]1[C:10]2[C:5](=[CH:6][CH:7]=[CH:8][C:9]=2[N+:11]([O-:13])=[O:12])[N:4]([CH2:16][C:17]2[CH:22]=[CH:21][CH:20]=[C:19]([CH:23]([CH3:25])[CH3:24])[N:18]=2)[N:3]=1 |f:1.2,3.4.5|. Reported procedure: A flask was charged with 3-bromo-4-nitro-1H-indazole (64 g, 0.264 mol), 2-(chloromethyl)-6-isopropylpyridine hydrochloride (55 g, 0.264 mol), powdered potassium carbonate (91 g, 0.661 mol), and 500 mL of DMF. This mixture was warmed to 35° C. for 72 hours, then poured into 2 liters of cold water, upon which a tan solid precipitated. After stirring for 20 minutes, the solids were collected by filtration and dried under vacuum to give 91 g (92%) of 3-bromo-1-((6-isopropylpyridin-2-yl)methyl)-4-nit... Starting materials: CCN=C=O, CCCCCC, Clc1ccc(CNC2CC3CCC2C3)cc1. The product is CCNC(=O)N(Cc1ccc(Cl)cc1)C1CC2CCC1C2. RXN SMILES: [CH2:17]([CH3:18])[N:19]=[C:20]=[O:21].[CH3:22][CH2:23][CH2:24][CH2:25][CH2:26][CH3:27].[Cl:1][c:2]1[cH:3][cH:4][c:5]([CH2:6][NH:7][CH:8]2[CH:9]3[CH2:10][CH2:11][CH:12]([CH2:13]2)[CH2:14]3)[cH:15][cH:16]1>>[Cl:1][c:2]1[cH:3][cH:4][c:5]([CH2:6][N:7]([CH:8]2[CH:9]3[CH2:10][CH2:11][CH:12]([CH2:13]2)[CH2:14]3)[C:20]([NH:19][CH2:17][CH3:18])=[O:21])[cH:15][cH:16]1. The reactants are [BH4-].[Li+] (Lithium borohydride), C(#N)C1=C(C=C(C(=O)OC)C=C1)C (methyl 4-cyano-3-methylbenzoate). The solvent is C1CCOC1 (THF), O (water). Reaction conditions: time 4 hour. Product: OCC1=CC(=C(C#N)C=C1)C (4-(hydroxymethyl)-2-methylbenzonitrile). Isolated yield 94.6%. As a reaction SMILES: [BH4-].[Li+].[C:3]([C:5]1[CH:14]=[CH:13][C:8]([C:9](OC)=[O:10])=[CH:7][C:6]=1[CH3:15])#[N:4]>C1COCC1.O>[OH:10][CH2:9][C:8]1[CH:13]=[CH:14][C:5]([C:3]#[N:4])=[C:6]([CH3:15])[CH:7]=1 |f:0.1|. Reported procedure: Lithium borohydride (33 mg, 1.54 mmol) was added into a solution of methyl 4-cyano-3-methylbenzoate (245 mg, 1.40 mmol) in THF (3 mL) and the resulting mixture was stirred at RT for 4 hours. The reaction mixture was diluted with water (10 mL) and extracted with EtOAc (4×20 mL). The combined organic fractions were dried (MgSO4) and concentrated under vacuum. The residue was purified by flash chromatography (silica, petrol ether/EtOAc) to give the title compound as a colorless gum (195 mg, 95%). 1... Reactants: ClC1=NC=CC(=N1)C1=C(N=C(S1)C(C)C)C=1C=CC(=C(C1)NS(=O)(=O)C1=C(C=CC(=C1)F)F)F (N-{5-[5-(2-chloro-4-pyrimidinyl)-2-(1-methylethyl)-1,3-thiazol-4-yl]-2-fluorophenyl}-2,5-difluorobenzenesulfonamide), CS(=O)(=O)N1CCC(CC1)N (1-(methylsulfonyl)-4-piperidinamine). Solvent: C1CCOC1 (THF). Yields the product FC1=C(C=C(C=C1)F)S(=O)(=O)NC1=C(C=CC(=C1)C=1N=C(SC1C1=NC(=NC=C1)NC1CCN(CC1)S(=O)(=O)C)C(C)C)F (2,5-Difluoro-N-{2-fluoro-5-[2-(1-methylethyl)-5-(2-{[1-(methylsulfonyl)-4-piperidinyl]amino}-4-pyrimidinyl)-1,3-thiazol-4-yl]phenyl}benzenesulfonamide). Yield: 84.0%. Reaction SMILES: Cl[C:2]1[N:7]=[C:6]([C:8]2[S:12][C:11]([CH:13]([CH3:15])[CH3:14])=[N:10][C:9]=2[C:16]2[CH:17]=[CH:18][C:19]([F:34])=[C:20]([NH:22][S:23]([C:26]3[CH:31]=[C:30]([F:32])[CH:29]=[CH:28][C:27]=3[F:33])(=[O:25])=[O:24])[CH:21]=2)[CH:5]=[CH:4][N:3]=1.[CH3:35][S:36]([N:39]1[CH2:44][CH2:43][CH:42]([NH2:45])[CH2:41][CH2:40]1)(=[O:38])=[O:37]>C1COCC1>[F:33][C:27]1[CH:28]=[CH:29][C:30]([F:32])=[CH:31][C:26]=1[S:23]([NH:22][C:20]1[CH:21]=[C:16]([C:9]2[N:10]=[C:11]([CH:13]([CH3:15])[CH3:14])[S:12][C:8]=2[C:6]2[CH:5]=[CH:4][N:3]=[C:2]([NH:45][CH:42]3[CH2:43][CH2:44][N:39]([S:36]([CH3:35])(=[O:38])=[O:37])[CH2:40][CH2:41]3)[N:7]=2)[CH:17]=[CH:18][C:19]=1[F:34])(=[O:25])=[O:24]. Procedure: Following a procedure analogous to the procedure described in Example 1 using N-{5-[5-(2-chloro-4-pyrimidinyl)-2-(1-methylethyl)-1,3-thiazol-4-yl]-2-fluorophenyl}-2,5-difluorobenzenesulfonamide (0.30 g, 0.57 mmol), 1-(methylsulfonyl)-4-piperidinamine (0.3 g, 1.7 mmol) and THF (1 mL) the title compound was obtained (0.32 g, 0.48 mmol, 84% yield). 1H NMR (400 MHz, DMSO-d6) δ ppm 10.82 (s, 1H), 8.13 (d, J=5.0 Hz, 1H), 7.71-7.44 (m, 3H), 7.45-7.32 (m, 3H), 7.29 (t, J=9.2 Hz, 1H), 6.30 (m, 1H), 3.50 ... Starting materials: CCO, c1ccc2oc(N3CCNCC3)nc2c1, O=C1c2ccccc2C(=O)C2OC12. Yields the product O=C1C(O)=C(N2CCN(c3nc4ccccc4o3)CC2)C(=O)c2ccccc21. As a reaction SMILES: [CH3:29][CH2:30][OH:31].[N:14]1([c:20]2[o:21][c:22]3[c:23]([n:24]2)[cH:25][cH:26][cH:27][cH:28]3)[CH2:15][CH2:16][NH:17][CH2:18][CH2:19]1.[O:1]1[CH:2]2[C:3](=[O:13])[c:4]3[cH:5][cH:6][cH:7][cH:8][c:9]3[C:10](=[O:12])[CH:11]12>>[OH:1][C:11]1=[C:2]([N:17]2[CH2:16][CH2:15][N:14]([c:20]3[o:21][c:22]4[c:23]([n:24]3)[cH:25][cH:26][cH:27][cH:28]4)[CH2:19][CH2:18]2)[C:3](=[O:13])[c:4]2[cH:5][cH:6][cH:7][cH:8][c:9]2[C:10]1=[O:12]. Starting materials: CN(C)C=O (DMF), [Cl-].[NH4+] (ammonium chloride), C(C)(C)(C)[Si](C)(C)OC1=C(C=CC(=C1)CC)F (t-butyl-(5-ethyl-2-fluorophenoxy)dimethylsilane), N,N,N′N′-tetramethylethylenediamine, C(C)(CC)[Li] (s-butyllithium). Solvent: C(C)OCC (diethyl ether), C1CCOC1 (THF). Conditions: time 2 hour. The product is [Si](C)(C)(C(C)(C)C)OC=1C(=C(C=O)C=C(C1)CC)F (3-(t-butyldimethylsilanyloxy)-5-ethyl-2-fluorobenzaldehyde). Reaction SMILES: [C:1]([Si:5]([O:8][C:9]1[CH:14]=[C:13]([CH2:15][CH3:16])[CH:12]=[CH:11][C:10]=1[F:17])([CH3:7])[CH3:6])([CH3:4])([CH3:3])[CH3:2].C([Li])(CC)C.CN([CH:26]=[O:27])C.[Cl-].[NH4+]>C1COCC1.C(OCC)C>[Si:5]([O:8][C:9]1[C:10]([F:17])=[C:11]([CH:12]=[C:13]([CH2:15][CH3:16])[CH:14]=1)[CH:26]=[O:27])([C:1]([CH3:4])([CH3:3])[CH3:2])([CH3:7])[CH3:6] |f:3.4|. Procedure details: A solution of 12.7 g of t-butyl-(5-ethyl-2-fluorophenoxy)dimethylsilane and 7.5 g of N,N,N′N′-tetramethylethylenediamine in 250 ml of THF was cooled to −75° C. under a nitrogen atmosphere, and then 55.6 ml of s-butyllithium (0.99 M, cyclohexane solution) was added and the mixture was stirred for 2 hours. After adding 7.74 ml of DMF and stirring at −75° C. for 1 hour, the temperature was allowed to rise to room temperature. Next, 500 ml of diethyl ether and 500 ml of a 5% aqueous ammonium chlorid... The reactants are ClC=1C=C(C=O)C=C(C1OCC#C)OCC#C (3-chloro-4,5-dipropargyloxybenzaldehyde), C(OC)(OC)OC (trimethyl orthoformate), [Cl-].[NH4+] (ammonium chloride), resultant solution, ice water. The solvent is CO (methanol). Yields the product COC(C1=CC(=C(C(=C1)OCC#C)OCC#C)Cl)OC (3-chloro-4,5-dipropargyloxybenzaldehyde dimetylacetal). The yield is 79.3%. RXN SMILES: [Cl:1][C:2]1[CH:3]=[C:4]([CH:7]=[C:8]([O:14][CH2:15][C:16]#[CH:17])[C:9]=1[O:10][CH2:11][C:12]#[CH:13])C=O.[CH:18]([O:23][CH3:24])([O:21][CH3:22])OC.[Cl-].[NH4+]>CO>[CH3:24][O:23][CH:18]([O:21][CH3:22])[C:4]1[CH:7]=[C:8]([O:14][CH2:15][C:16]#[CH:17])[C:9]([O:10][CH2:11][C:12]#[CH:13])=[C:2]([Cl:1])[CH:3]=1 |f:2.3|. Reported procedure: A solution of 3-chloro-4,5-dipropargyloxybenzaldehyde (1.0 g), trimethyl orthoformate (4.0 g) and ammonium chloride (0.05 g) in methanol (20 ml) was stirred under reflux for 3 hours, and the resultant solution was poured into ice-water and extracted with ethyl acetate. The extract was washed with water, dried over magnesium sulfate and concentrated under reduced pressure. The residue was subjected to alumina chromatography using toluene as an eluent to give 3-chloro-4,5-dipropargyloxybenzaldehyd... Starting materials: C (charcoal), I.CSC=1NCCCCCN1 (2-methylthio-1,4,5,6,7,8-hexahydro-1,3-diazocine hydroiodide), C1(=CC=CC=C1)C(CN)C1=CC=CC=C1 (2,2-diphenylethylamine), Cl (HCl). The solvent is C(Cl)Cl (CH2Cl2), CO (methanol), [OH-].[Na+] (NaOH), C(Cl)Cl (CH2Cl2), CO (methanol). Run at temperature 0 celsius, time 1 hour. Product: Cl.C1(=CC=CC=C1)C(CNC=1NCCCCCN1)C1=CC=CC=C1 (2-(2,2-diphenylethylamino)-1,4,5,6,7,8-hexahydro-1,3-diazocine hydrochloride). Reaction SMILES: I.CS[C:4]1[NH:5][CH2:6][CH2:7][CH2:8][CH2:9][CH2:10][N:11]=1.[C:12]1([CH:18]([C:21]2[CH:26]=[CH:25][CH:24]=[CH:23][CH:22]=2)[CH2:19][NH2:20])[CH:17]=[CH:16][CH:15]=[CH:14][CH:13]=1.[ClH:27].C>CO.[OH-].[Na+].C(Cl)Cl>[ClH:27].[C:21]1([CH:18]([C:12]2[CH:13]=[CH:14][CH:15]=[CH:16][CH:17]=2)[CH2:19][NH:20][C:4]2[NH:5][CH2:6][CH2:7][CH2:8][CH2:9][CH2:10][N:11]=2)[CH:22]=[CH:23][CH:24]=[CH:25][CH:26]=1 |f:0.1,6.7,9.10|. Procedure details: A flask containing 2-methylthio-1,4,5,6,7,8-hexahydro-1,3-diazocine hydroiodide (3.00 g, 1.05×10-2 mole) and 2,2-diphenylethylamine (2.08 g, 1.05×10-2 mole) was immersed in an oil bath which had been preheated to ca. 155° C. The reaction was stirred at between 150°-160° C. for ca. 1 hour. The resulting yellow glass was dissolved in methanol. The methanol was evaporated leaving a foam which was dissolved in a two phase mixture of 5 molar aqueous NaOH (65 ml) and CH2Cl2 (60 ml). After stirring ove... The reactants are FC1=CC=C(C=C1)C(CC1=CC(=C(C(=O)OC)C=C1)C1=CC=CC=C1)=CN1C=NC=C1C (methyl 4-[2-(4-fluorophenyl)-3-(5-methylimidazol-1-yl)-prop-2-enyl]-2-phenyl-benzoate). Reagents/catalysts: [Pd] (Pd/C). The solvent is CO (MeOH). Reaction conditions: time 22 hour. Yields the product FC1=CC=C(C=C1)C(CC1=CC(=C(C(=O)OC)C=C1)C1=CC=CC=C1)CN1C=NC=C1C (methyl 4-[2-(4-fluorophenyl)-3-(5-methylimidazol-1-yl)-propyl)-2-phenyl-benzoate). Reaction SMILES: [F:1][C:2]1[CH:7]=[CH:6][C:5]([C:8](=[CH:26][N:27]2[C:31]([CH3:32])=[CH:30][N:29]=[CH:28]2)[CH2:9][C:10]2[CH:19]=[CH:18][C:13]([C:14]([O:16][CH3:17])=[O:15])=[C:12]([C:20]3[CH:25]=[CH:24][CH:23]=[CH:22][CH:21]=3)[CH:11]=2)=[CH:4][CH:3]=1>CO.[Pd]>[F:1][C:2]1[CH:7]=[CH:6][C:5]([CH:8]([CH2:26][N:27]2[C:31]([CH3:32])=[CH:30][N:29]=[CH:28]2)[CH2:9][C:10]2[CH:19]=[CH:18][C:13]([C:14]([O:16][CH3:17])=[O:15])=[C:12]([C:20]3[CH:25]=[CH:24][CH:23]=[CH:22][CH:21]=3)[CH:11]=2)=[CH:4][CH:3]=1. Reported procedure: A suspension of E and Z isomers of methyl 4-[2-(4-fluorophenyl)-3-(5-methylimidazol-1-yl)-prop-2-enyl]-2-phenyl-benzoate (2 g; 4.69 mmol) and 10% Pd/C (0.55 g) in MeOH (25 ml) was hydrogenated for 22 hours. After filtration of the catalyst, the solvent was evaporated to give methyl 4-[2-(4-fluorophenyl)-3-(5-methylimidazol-1-yl)-propyl)-2-phenyl-benzoate as an oil which was used in the next step without further purification.